This data is from the Open Reaction Database (ORD), a public repository of structured organic reaction records. The task is: describe an organic reaction: reactants, conditions, products, and yield Reactants: O=C([O-])[O-], COCc1ccc(B(O)O)cc1, CC(C)=O, CCOC(C)=O, Cc1nn(C)cc1S(=O)(=O)N(C)CCN1CCN(c2nccnc2Cl)CC1, [K+], [K+], O, c1ccc(P(c2ccccc2)(c2ccccc2)[Pd](P(c2ccccc2)(c2ccccc2)c2ccccc2)(P(c2ccccc2)(c2ccccc2)c2ccccc2)P(c2ccccc2)(c2ccccc2)c2ccccc2)cc1. Product: Cl, COCc1ccc(-c2nccnc2N2CCN(CCN(C)S(=O)(=O)c3cn(C)nc3C)CC2)cc1. RXN SMILES: [C:40](=[O:41])([O-:42])[O-:43].[CH3:28][O:29][CH2:30][c:31]1[cH:32][cH:33][c:34]([B:37]([OH:38])[OH:39])[cH:35][cH:36]1.[CH3:46][C:47](=[O:48])[CH3:49].[CH3:50][CH2:51][O:52][C:53](=[O:54])[CH3:55].[Cl:1][c:2]1[c:3]([N:8]2[CH2:9][CH2:10][N:11]([CH2:14][CH2:15][N:16]([S:17](=[O:18])(=[O:19])[c:20]3[c:21]([CH3:26])[n:22][n:23]([CH3:25])[cH:24]3)[CH3:27])[CH2:12][CH2:13]2)[n:4][cH:5][cH:6][n:7]1.[K+:44].[K+:45].[OH2:56].[cH:57]1[cH:58][cH:59][c:60]([P:61]([Pd:62]([P:63]([c:64]2[cH:65][cH:66][cH:67][cH:68][cH:69]2)([c:70]2[cH:71][cH:72][cH:73][cH:74][cH:75]2)[c:76]2[cH:77][cH:78][cH:79][cH:80][cH:81]2)([P:82]([c:83]2[cH:84][cH:85][cH:86][cH:87][cH:88]2)([c:89]2[cH:90][cH:91][cH:92][cH:93][cH:94]2)[c:95]2[cH:96][cH:97][cH:98][cH:99][cH:100]2)[P:101]([c:102]2[cH:103][cH:104][cH:105][cH:106][cH:107]2)([c:108]2[cH:109][cH:110][cH:111][cH:112][cH:113]2)[c:114]2[cH:115][cH:116][cH:117][cH:118][cH:119]2)([c:120]2[cH:121][cH:122][cH:123][cH:124][cH:125]2)[c:126]2[cH:127][cH:128][cH:129][cH:130][cH:131]2)[cH:132][cH:133]1>>[ClH:1].[c:2]1(-[c:34]2[cH:33][cH:32][c:31]([CH2:30][O:29][CH3:28])[cH:36][cH:35]2)[c:3]([N:8]2[CH2:9][CH2:10][N:11]([CH2:14][CH2:15][N:16]([S:17](=[O:18])(=[O:19])[c:20]3[c:21]([CH3:26])[n:22][n:23]([CH3:25])[cH:24]3)[CH3:27])[CH2:12][CH2:13]2)[n:4][cH:5][cH:6][n:7]1. Reactants: n-phenyl glycine, CN=C=O (methylisocyanate), C1(=CC=CC=C1)C (toluene). Conditions: time 7 hour. The product is C1(=CC=CC=C1)N1C(=O)N(C(=O)C1)C (1-phenyl-3-methyl hydantoin). Yield: 35.0%. Reaction SMILES: [CH3:1][N:2]=[C:3]=[O:4].[C:5]1(C)[CH:10]=[CH:9][CH:8]=[CH:7][CH:6]=1>>[C:5]1([N:2]2[CH2:1][C:3](=[O:4])[N:2]([CH3:1])[C:3]2=[O:4])[CH:6]=[CH:7][CH:8]=[CH:9][CH:10]=1. Procedure: A mixture of n-phenyl glycine (22.3 grams, 0.15 moles), methylisocyanate (14.2 grams, 0.25 moles) and 30 ml of toluene was stirred at 40°-45° C. for 7 hours and allowed to stand overnight at room temperature (21° C.). The product was collected and washed with toluene, crystallized from toluene and yielded 10.5 grams (35% yield) of the above-identified product having a melting point of about 168°-170° C. Starting materials: C1(=CC=CC=C1)N1N=C2C(=CNC=3C=CC(=NC23)N2CCNCC2)C1=O (2-Phenyl-8-(piperazin-1-yl)-2,5-dihydro-pyrazolo[4,3-c][1,5]naphthyridin-3-one), N1CCNCC1 (piperazine), FC1=NC=2C=3C(=CNC2C=C1)C(N(N3)C3=CC=C(C=C3)OC)=O (8-Fluoro-2-(4-methoxy-phenyl)-2,5-dihydro-pyrazolo[4,3-c][1,5]naphthyridin-3-one), CN1CCNCC1 (1-methylpiperazine). Yields the product COC1=CC=C(C=C1)N1N=C2C(=CNC=3C=CC(=NC23)N2CCN(CC2)C)C1=O (2-(4-Methoxy-phenyl)-8-(4-methyl-piperazin-1-yl)-2,5-dihydro-pyrazolo[4,3-c][1,5]naphthyridin-3-one). As a reaction SMILES: C1(N2C(=O)C3=CNC4C=C[C:16]([N:19]5[CH2:24][CH2:23][NH:22][CH2:21][CH2:20]5)=NC=4C3=N2)C=CC=CC=1.F[C:28]1[CH:37]=[CH:36][C:35]2[NH:34][CH:33]=[C:32]3[C:38](=[O:49])[N:39]([C:41]4[CH:46]=[CH:45][C:44]([O:47][CH3:48])=[CH:43][CH:42]=4)[N:40]=[C:31]3[C:30]=2[N:29]=1.CN1CCNCC1.N1CCNCC1>>[CH3:48][O:47][C:44]1[CH:45]=[CH:46][C:41]([N:39]2[C:38](=[O:49])[C:32]3=[CH:33][NH:34][C:35]4[CH:36]=[CH:37][C:28]([N:22]5[CH2:23][CH2:24][N:19]([CH3:16])[CH2:20][CH2:21]5)=[N:29][C:30]=4[C:31]3=[N:40]2)=[CH:42][CH:43]=1. Reported procedure: The title compound was prepared following the procedure described for 6a using 5c and 1-methylpiperazine instead of 5a and piperazine respectively. 1H-NMR (DMSO-d6) δ (ppm): 2.22 (3H, s), 2.56 (4H, m), 3.64 (4H, m), 6.98 (2H, d, J=9.07 Hz), 7.15 (1H, d, J=9.34 Hz), 7.78 (6H, d, J=9.34 Hz), 8.10 (2H, d, J=9.07 Hz), 8.45 (1H, s). m/z 391.4 (MH+).